This data is from the Open Reaction Database (ORD), a public repository of structured organic reaction records. The task is: describe an organic reaction: reactants, conditions, products, and yield Reaction SMILES: [Br:23][c:24]1[cH:25][cH:26][c:27]([S:29](=[O:30])(=[O:31])[Cl:32])[s:28]1.[C:1]([CH3:2])([CH3:3])([CH3:4])[O:5][C:6](=[O:7])[N:8]1[CH2:9][C:10]([N:19]([CH3:20])[CH3:21])([NH2:22])[c:11]2[c:12]([cH:15][cH:16][cH:17][cH:18]2)[CH2:13][CH2:14]1.[Cl:39][CH2:40][Cl:41].[cH:33]1[cH:34][cH:35][n:36][cH:37][cH:38]1>>[C:1]([CH3:2])([CH3:3])([CH3:4])[O:5][C:6](=[O:7])[N:8]1[CH2:9][C:10]([N:19]([CH3:20])[CH3:21])([NH:22][S:29]([c:27]2[cH:26][cH:25][c:24]([Br:23])[s:28]2)(=[O:30])=[O:31])[c:11]2[c:12]([cH:15][cH:16][cH:17][cH:18]2)[CH2:13][CH2:14]1. Product: CN(C)C1(NS(=O)(=O)c2ccc(Br)s2)CN(C(=O)OC(C)(C)C)CCc2ccccc21. Starting materials: O=S(=O)(Cl)c1ccc(Br)s1, CN(C)C1(N)CN(C(=O)OC(C)(C)C)CCc2ccccc21, ClCCl, c1ccncc1. Procedure details: To a solution of (+,-)-2-phenyl-piperazine (2.83 g, 17.44 mmol) (described in Example 1) in dry CH2Cl2 (141.5 mL) at -78° C. was added slowly a solution of 1-bromomethyl-2-methoxy-benzene (3.507 g, 17.44 mmol) in dry CH2Cl2 (35 mL) under nitrogen. The reaction was stirred at -78° C. and gradually warmed to RT overnight. After completion, the product was diluted with CH2Cl2 (200 mL), washed with brine (100 mL), dried over MgSO4 and filtered. The filtrate was removed under vacuum to give an oil. T... Run at temperature -78 celsius. The product is Cl.Cl.COC1=C(C=CC=C1)CN1CC(NCC1)C1=CC=CC=C1 ((+,-)-1-[(2-methoxyphenyl)methyl]-3-phenyl-piperazine, dihydrochloride salt). The yield is 54.0%. Reactants: C1(=CC=CC=C1)C1NCCNC1 ((+,-)-2-phenyl-piperazine), BrCC1=C(C=CC=C1)OC (1-bromomethyl-2-methoxy-benzene), C(Cl)Cl (CH2Cl2), C(Cl)Cl (CH2Cl2), C(Cl)Cl (CH2Cl2). RXN SMILES: [C:1]1([CH:7]2[CH2:12][NH:11][CH2:10][CH2:9][NH:8]2)[CH:6]=[CH:5][CH:4]=[CH:3][CH:2]=1.Br[CH2:14][C:15]1[CH:20]=[CH:19][CH:18]=[CH:17][C:16]=1[O:21][CH3:22].C(Cl)[Cl:24]>>[ClH:24].[ClH:24].[CH3:22][O:21][C:16]1[CH:17]=[CH:18][CH:19]=[CH:20][C:15]=1[CH2:14][N:11]1[CH2:10][CH2:9][NH:8][CH:7]([C:1]2[CH:2]=[CH:3][CH:4]=[CH:5][CH:6]=2)[CH2:12]1 |f:3.4.5|.